This data is from the Open Reaction Database (ORD), a public repository of structured organic reaction records. The task is: describe an organic reaction: reactants, conditions, products, and yield Starting materials: N1(CCCCC1)C(=O)Cl (piperidine-1-carbonyl chloride), C(C(=O)O)(=O)O (oxalic acid), OC=1C=NC=CC1 (3-Hydroxypyridine), TEA, C1CCOC1 (THF). The reagents and catalysts are CN(C)C=1C=CN=CC1 (DMAP). Solvent: C(C)O (ethanol), O (water), C(C)O (ethanol). Run at temperature 60 celsius. Yields the product C(C(=O)O)(=O)O.N1=CC(=CC=C1)OC(=O)N1CCCCC1 ((pyridin-3-yl)piperidine-1-carboxylate oxalate). Isolated yield 61.2%. As a reaction SMILES: [OH:1][C:2]1[CH:3]=[N:4][CH:5]=[CH:6][CH:7]=1.C1COCC1.[N:13]1([C:19](Cl)=[O:20])[CH2:18][CH2:17][CH2:16][CH2:15][CH2:14]1.[C:22]([OH:27])(=[O:26])[C:23]([OH:25])=[O:24]>CN(C1C=CN=CC=1)C.C(O)C.O>[C:22]([OH:27])(=[O:26])[C:23]([OH:25])=[O:24].[N:4]1[CH:5]=[CH:6][CH:7]=[C:2]([O:1][C:19]([N:13]2[CH2:18][CH2:17][CH2:16][CH2:15][CH2:14]2)=[O:20])[CH:3]=1 |f:7.8|. Procedure details: 3-Hydroxypyridine (400 mg), TEA (1.17 ml) and DMAP (catalytic amount) were added in that order to a THF (10 ml) solution containing piperidine-1-carbonyl chloride (745 mg), and then heated at 60° C. for 5 hours. The reaction solution was cooled, then water (3 ml) was added thereto, and extracted with EtOAc. The extract was washed with water, and then dried over anhydrous magnesium sulfate. The solvent was evaporated under reduced pressure, and the residue was purified by silica gel column chroma...